Dataset: the Open Reaction Database (ORD), a public repository of structured organic reaction records. Task: describe an organic reaction: reactants, conditions, products, and yield Starting materials: C(C)OC(=O)C1=NC(=CC(=C1)C=1C=NC=C(C1)F)C (5-Fluoro-6′-methyl-[3,4′]bipyridinyl-2′-carboxylic acid ethyl ester), NC1=NC=C(C=C1)Cl (2-Amino-5-chloropyridine). The product is ClC=1C=CC(=NC1)NC(=O)C1=NC(=CC(=C1)C=1C=NC=C(C1)F)C (5-Fluoro-6′-methyl-[3,4′]bipyridinyl-2′-carboxylic acid (5-chloro-pyridin-2-yl)-amide). RXN SMILES: C(O[C:4]([C:6]1[CH:11]=[C:10]([C:12]2[CH:13]=[N:14][CH:15]=[C:16]([F:18])[CH:17]=2)[CH:9]=[C:8]([CH3:19])[N:7]=1)=[O:5])C.[NH2:20][C:21]1[CH:26]=[CH:25][C:24]([Cl:27])=[CH:23][N:22]=1>>[Cl:27][C:24]1[CH:25]=[CH:26][C:21]([NH:20][C:4]([C:6]2[CH:11]=[C:10]([C:12]3[CH:13]=[N:14][CH:15]=[C:16]([F:18])[CH:17]=3)[CH:9]=[C:8]([CH3:19])[N:7]=2)=[O:5])=[N:22][CH:23]=1. Procedure details: The title compound, was prepared from 5-Fluoro-6′-methyl-[3,4′]bipyridinyl-2′-carboxylic acid ethyl ester in accordance with the general method of example 26, step 6 using 2-Amino-5-chloropyridine instead of 3-chloroaniline to yield the final compound as a white solid, MS (ISP): m/e=343.1, 345.0 (M+H)+. The reactants are C1[C@H]2[C@@H]1C(C[C@@H]1CC[C@H]3[C@@H]4CC[C@@H]([C@@]4(C)CC[C@@H]3[C@@]21C)OC2OCCCC2)=O (1α,2α-methylene-17β-(tetrahydropyran-2-yloxy)-5α-androstan-3-one), [Li] (lithium). Run in C(C)OCC (diethyl ether), O1CCCC1 (tetrahydrofuran). The product is C1[C@H]2[C@@H]1C(C[C@@H]1CC[C@H]3[C@@H]4CC[C@@H]([C@@]4(C)CC[C@@H]3[C@@]21C)OC2OCCCC2)O (1α,2α-methylene-17β-(tetrahydropyran-2-yloxy)-5α-androstan-3-ol). Isolated yield 99.5%. Reaction SMILES: [CH2:1]1[C@H:3]2[C:4](=[O:28])[CH2:5][C@H:6]3[C@:19]([CH3:20])([C@@H:2]12)[C@@H:18]1[C@H:9]([C@H:10]2[C@@:14]([CH2:16][CH2:17]1)([CH3:15])[C@@H:13]([O:21][CH:22]1[CH2:27][CH2:26][CH2:25][CH2:24][O:23]1)[CH2:12][CH2:11]2)[CH2:8][CH2:7]3.[Li]>O1CCCC1.C(OCC)C>[CH2:1]1[C@H:3]2[CH:4]([OH:28])[CH2:5][C@H:6]3[C@:19]([CH3:20])([C@@H:2]12)[C@@H:18]1[C@H:9]([C@H:10]2[C@@:14]([CH2:16][CH2:17]1)([CH3:15])[C@@H:13]([O:21][CH:22]1[CH2:27][CH2:26][CH2:25][CH2:24][O:23]1)[CH2:12][CH2:11]2)[CH2:8][CH2:7]3 |^1:28|. Procedure: 9.0 g of 1α,2α-methylene-17β-(tetrahydropyran-2-yloxy)-5α-androstan-3-one is stirred in 90 ml of tetrahydrofuran with 10 g of lithium tri-tert-butoxyalanate for 2.5 hours at room temperature. The reaction solution is diluted with diethyl ether, washed with 2N sulfuric acid and water, dried, and evaporated, yielding as a residue 9.0 g of 1α,2α-methylene-17β-(tetrahydropyran-2-yloxy)-5α-androstan-3-ol. The product is C(C)(C)(C)NS(=O)(=O)C1=CC(=CC=C1)C1=NC(=CC=C1)C1=NC(=CC(=N1)C)C=1C=NC(=CC1)C(F)(F)F (N-tert-Butyl-3-{6-[4-methyl-6-(6-trifluoromethyl-pyridin-3-yl)-pyrimidin-2-yl]-pyridin-2-yl}-benzenesulfonamide). RXN SMILES: [F:1][C:2]([F:15])([F:14])[C:3]1[N:8]=[CH:7][C:6]([C:9]#[C:10][C:11](=O)[CH3:12])=[CH:5][CH:4]=1.C([O-])(=O)C.[C:20]([NH:24][S:25]([C:28]1[CH:29]=[C:30]([C:34]2[N:39]=[C:38]([C:40]([NH2:42])=[NH2+:41])[CH:37]=[CH:36][CH:35]=2)[CH:31]=[CH:32][CH:33]=1)(=[O:27])=[O:26])([CH3:23])([CH3:22])[CH3:21].C(=O)([O-])[O-].[Na+].[Na+]>C(#N)C>[C:20]([NH:24][S:25]([C:28]1[CH:33]=[CH:32][CH:31]=[C:30]([C:34]2[CH:35]=[CH:36][CH:37]=[C:38]([C:40]3[N:42]=[C:11]([CH3:12])[CH:10]=[C:9]([C:6]4[CH:7]=[N:8][C:3]([C:2]([F:15])([F:14])[F:1])=[CH:4][CH:5]=4)[N:41]=3)[N:39]=2)[CH:29]=1)(=[O:27])=[O:26])([CH3:23])([CH3:21])[CH3:22] |f:1.2,3.4.5|. The reactants are FC(C1=CC=C(C=N1)C#CC(C)=O)(F)F (4-(6-trifluoromethyl-pyridin-3-yl)-but-3-yn-2-one), C(C)(=O)[O-].C(C)(C)(C)NS(=O)(=O)C=1C=C(C=CC1)C1=CC=CC(=N1)C(=[NH2+])N (6-(3-tert-butylsulfamoyl-phenyl)-pyridine-2-carboxamidinium acetate), C([O-])([O-])=O.[Na+].[Na+] (sodium carbonate). Isolated yield 75.8%. Reported procedure: Condensation reaction: The above described 4-(6-trifluoromethyl-pyridin-3-yl)-but-3-yn-2-one (53 mg, 0.25 mmol), 6-(3-tert-butylsulfamoyl-phenyl)-pyridine-2-carboxamidinium acetate (Example 26, amidine part, steps 1 to 4) (118 mg, 0.3 mmol) and sodium carbonate (64 mg, 0.6 mmol) were dissolved in acetonitrile (2 ml) and treated by microwave irradiation at 120° C. for 60 min. The reaction mixture was extracted with ethyl acetate and water, the organic layers were combined, dried over MgSO4, filte... Solvent: C(C)#N (acetonitrile). The reactants are ClC=1C=CC(=C(C#N)C1)F (5-chloro-2-fluoro-benzonitrile), CC=1N=CNC1 (4-methylimidazole), C([O-])([O-])=O.[K+].[K+] (potassium carbonate). Product: ClC=1C=CC(=C(C#N)C1)N1C=NC(=C1)C (5-Chloro-2-(4-methyl-imidazol-1-yl)-benzonitrile). The yield is 63.0%. Reaction SMILES: [Cl:1][C:2]1[CH:3]=[CH:4][C:5](F)=[C:6]([CH:9]=1)[C:7]#[N:8].[CH3:11][C:12]1[N:13]=[CH:14][NH:15][CH:16]=1.C(=O)([O-])[O-].[K+].[K+]>>[Cl:1][C:2]1[CH:3]=[CH:4][C:5]([N:15]2[CH:16]=[C:12]([CH3:11])[N:13]=[CH:14]2)=[C:6]([CH:9]=1)[C:7]#[N:8] |f:2.3.4|. Reported procedure: As described for example 84a, 5-chloro-2-fluoro-benzonitrile was reacted with 4-methylimidazole and potassium carbonate for 20 h at 90° C. After aqueous workup and crystallization from ethyl acetate the title compound was obtained as a white solid (yield: 63%). MS: m/e=218.2 [M+H]+. Starting materials: CC1(C)OB(c2ccc(C3(C(=O)NS(C)(=O)=O)CC3)cc2)OC1(C)C, Cc1noc(-c2ccc(Br)cc2)c1NC(=O)OC(C)c1cccc(C(F)(F)F)c1. As a reaction SMILES: [CH3:30][C:31]1([CH3:32])[C:33]([CH3:34])([CH3:35])[O:36][B:37]([c:38]2[cH:39][cH:40][c:41]([C:44]3([C:47](=[O:48])[NH:49][S:50](=[O:51])(=[O:52])[CH3:53])[CH2:45][CH2:46]3)[cH:42][cH:43]2)[O:54]1.[F:1][C:2]([c:3]1[cH:4][c:5]([CH:9]([CH3:10])[O:11][C:12]([NH:13][c:14]2[c:15]([CH3:26])[n:16][o:17][c:18]2-[c:19]2[cH:20][cH:21][c:22]([Br:25])[cH:23][cH:24]2)=[O:27])[cH:6][cH:7][cH:8]1)([F:28])[F:29]>>[F:1][C:2]([c:3]1[cH:4][c:5]([CH:9]([CH3:10])[O:11][C:12]([NH:13][c:14]2[c:15]([CH3:26])[n:16][o:17][c:18]2-[c:19]2[cH:20][cH:21][c:22](-[c:38]3[cH:39][cH:40][c:41]([C:44]4([C:47](=[O:48])[NH:49][S:50](=[O:51])(=[O:52])[CH3:53])[CH2:45][CH2:46]4)[cH:42][cH:43]3)[cH:23][cH:24]2)=[O:27])[cH:6][cH:7][cH:8]1)([F:28])[F:29]. Product: Cc1noc(-c2ccc(-c3ccc(C4(C(=O)NS(C)(=O)=O)CC4)cc3)cc2)c1NC(=O)OC(C)c1cccc(C(F)(F)F)c1. The reactants are COC(=O)c1cccnc1, COC(=O)c1ccc(O)c(C(C)=O)c1, CC(=O)O, [H-], [Na+], C1COCCO1, O. The product is COC(=O)c1ccc(O)c(C(=O)CC(=O)c2cccnc2)c1. RXN SMILES: [C:15]([c:16]1[cH:17][n:18][cH:19][cH:20][cH:21]1)(=[O:22])[O:23][CH3:24].[C:1]([CH3:2])(=[O:3])[c:4]1[cH:5][c:6]([C:7](=[O:8])[O:9][CH3:10])[cH:11][cH:12][c:13]1[OH:14].[CH3:27][C:28](=[O:29])[OH:30].[H-:25].[Na+:26].[O:31]1[CH2:32][CH2:33][O:34][CH2:35][CH2:36]1.[OH2:37]>>[C:1]([CH2:2][C:15]([c:16]1[cH:17][n:18][cH:19][cH:20][cH:21]1)=[O:22])(=[O:3])[c:4]1[cH:5][c:6]([C:7](=[O:8])[O:9][CH3:10])[cH:11][cH:12][c:13]1[OH:14]. Starting materials: O=C([O-])[O-], CCO, Cl, [Fe], O=[N+]([O-])c1ccc(-n2ccnc2-c2ccncc2)cc1, [Na+], [Na+]. Yields the product Nc1ccc(-n2ccnc2-c2ccncc2)cc1. Reaction SMILES: [C:21](=[O:22])([O-:23])[O-:24].[CH3:27][CH2:28][OH:29].[ClH:30].[Fe:31].[N+:1]([O-:2])(=[O:3])[c:4]1[cH:5][cH:6][c:7](-[n:10]2[c:11](-[c:15]3[cH:16][cH:17][n:18][cH:19][cH:20]3)[n:12][cH:13][cH:14]2)[cH:8][cH:9]1.[Na+:25].[Na+:26]>>[NH2:1][c:4]1[cH:5][cH:6][c:7](-[n:10]2[c:11](-[c:15]3[cH:16][cH:17][n:18][cH:19][cH:20]3)[n:12][cH:13][cH:14]2)[cH:8][cH:9]1. Starting materials: C[O-].[Na+] (sodium methoxide), COC(C(NS(=O)(=O)N)C(C)C)=O (N-(aminosulfonyl)-DL-valine methyl ester). The solvent is CO (methanol), CO (methanol). Reaction conditions: time 6 hour. Product: C(CC)C1C(NS(N1)(=O)=O)=O (4-propyl-1,2,5-thiadiazolidin-3-one 1,1-dioxide). Yield: 184053.0%. As a reaction SMILES: [CH3:1][O-].[Na+].C[O:5][C:6](=O)[CH:7]([CH:13]([CH3:15])C)[NH:8][S:9]([NH2:12])(=[O:11])=[O:10]>CO>[CH2:13]([CH:7]1[NH:8][S:9](=[O:11])(=[O:10])[NH:12][C:6]1=[O:5])[CH2:15][CH3:1] |f:0.1|. Reported procedure: A solution of freshly prepared sodium methoxide (6.41 g, from 2.3 g of Na) in 100 ml of methanol was added to a solution of N-(aminosulfonyl)-DL-valine methyl ester (10.5 g; 0.05 mmol) in methanol (150 ml) and the resulting reaction mixture was stirred for 6 hours. The mixture was cooled, neutralized with BIO-RAD® 50W-X8 H+ ion exchange resin, and filtered. The filtrate was concentrated in vacuo to yield a solid residue which was crystallized from methanol/hexane to afford 16.4 g of a crude 4-is... Starting materials: ( 4 ), O.NN (hydrazine hydrate), 2-oxindoles, N1C(=O)C(=O)C2=CC=CC=C12 (isatin). Run in CO (methanol). Yields the product N1C(C(=O)C2=CC=CC=C12)=NN (isatin hydrazone). RXN SMILES: [NH:1]1[C:11]2[C:6](=[CH:7][CH:8]=[CH:9][CH:10]=2)[C:4](=[O:5])[C:2]1=O.O.[NH2:13][NH2:14]>CO>[NH:1]1[C:11]2[C:6](=[CH:7][CH:8]=[CH:9][CH:10]=2)[C:4](=[O:5])[C:2]1=[N:13][NH2:14] |f:1.2|. Reported procedure: Chem. Educ. 1993, 70 (4), p. 332 discloses that 2-oxindoles are prepared by a two-step reaction, the first step of which comprises reacting isatin with hydrazine hydrate in anhydrous methanol to give the intermediate isatin hydrazone and isolating and purifying the intermediate. In the second step, the purified and dried intermediate is subjected to a Wolf-Kishner reduction in an anhydrous ethanol solution in the presence of a strong base such as sodium ethoxide. The yields achieved by this prep...